The task is: describe an organic reaction: reactants, conditions, products, and yield. This data is from the Open Reaction Database (ORD), a public repository of structured organic reaction records. Starting materials: CNC1CCC(CC1)OC1=NC=NC=2SC=3CC[C@@H](C3C12)CC(=O)N (2-[(3R)-12-[[4-(methylamino)cyclohexyl]oxy]-7-thia-9,11-diazatricyclo[6.4.0.0[2,6]]dodeca-1(8),2(6),9,11-tetraen-3-yl]acetamide), ClCC(=O)N1CCCC1 (2-chloro-1-(pyrrolidin-1-yl)ethan-1-one), C([O-])([O-])=O.[K+].[K+] (potassium carbonate). Solvent: CN(C)C=O (DMF). Run at time 8 hour. Product: CN(C1CCC(CC1)OC1=NC=NC=2SC=3CC[C@@H](C3C12)CC(=O)N)CC(N1CCCC1)=O (2-[(3R)-12-[(4-[methyl[2-oxo-2-(pyrrolidin-1-yl)ethyl]amino]cyclohexyl)oxy]-7-thia-9,11-diazatricyclo[6.4.0.0[2,6]]dodeca-1(8),2(6),9,11-tetraen-3-yl]acetamide). The yield is 42.4%. RXN SMILES: [CH3:1][NH:2][CH:3]1[CH2:8][CH2:7][CH:6]([O:9][C:10]2[C:21]3[C:20]4[C@@H:19]([CH2:22][C:23]([NH2:25])=[O:24])[CH2:18][CH2:17][C:16]=4[S:15][C:14]=3[N:13]=[CH:12][N:11]=2)[CH2:5][CH2:4]1.Cl[CH2:27][C:28]([N:30]1[CH2:34][CH2:33][CH2:32][CH2:31]1)=[O:29].C(=O)([O-])[O-].[K+].[K+]>CN(C=O)C>[CH3:1][N:2]([CH2:27][C:28](=[O:29])[N:30]1[CH2:34][CH2:33][CH2:32][CH2:31]1)[CH:3]1[CH2:8][CH2:7][CH:6]([O:9][C:10]2[C:21]3[C:20]4[C@@H:19]([CH2:22][C:23]([NH2:25])=[O:24])[CH2:18][CH2:17][C:16]=4[S:15][C:14]=3[N:13]=[CH:12][N:11]=2)[CH2:5][CH2:4]1 |f:2.3.4|. Reported procedure: A solution of 2-[(3R)-12-[[4-(methylamino)cyclohexyl]oxy]-7-thia-9,11-diazatricyclo[6.4.0.0[2,6]]dodeca-1(8),2(6),9,11-tetraen-3-yl]acetamide (90 mg, 0.25 mmol, 1.00 equiv) in 8 mL of DMF was added 2-chloro-1-(pyrrolidin-1-yl)ethan-1-one (55 mg, 0.37 mmol, 1.50 equiv) and potassium carbonate (69 mg, 0.50 mmol, 2.00 equiv) and the resulting solution was stirred overnight at room temperature. The reaction was quenched with water and extracted with DCM. The organic phase was washed with brine, drie... Starting materials: FC1=C2CC(C(C2=CC(=C1)F)=O)C (4,6-Difluoro-2-methyl-indan-1-one), C(C)O (ethanol). Run at time 18 hour. The product is FC1=C2CC(C(C2=CC(=C1)F)O)C (4,6-Difluoro-2-methyl-indan-1-ol). Isolated yield 50.6%. RXN SMILES: [F:1][C:2]1[CH:10]=[C:9]([F:11])[CH:8]=[C:7]2[C:3]=1[CH2:4][CH:5]([CH3:13])[C:6]2=[O:12].C(O)C>>[F:1][C:2]1[CH:10]=[C:9]([F:11])[CH:8]=[C:7]2[C:3]=1[CH2:4][CH:5]([CH3:13])[CH:6]2[OH:12]. Reported procedure: According to Scheme 3, step 2: to a solution 4,6-Difluoro-2-methyl-indan-1-one (7a) (1.27 g, 6.97 mmol) in ethanol (30 ml) NaBH4 (0.26 g, 6.97 mmol) was added in portions at 0° C. and then the mixture was stirred at room temperature for 18 h. After evaporation of solvents in vacuo, water was added to the residue, the solution was extracted 3 times with ethyl acetate, then 2N aqueous HCl was added and the combined organic layers were washed with saturated aq. NaHCO3 and water. After drying over N... The reactants are COCC(C(C(=O)OC)C(C(=O)C)C)=O (methyl 4-methoxy-2-[1-methylacetonyl]-acetoacetate), C(=O)([O-])[O-].[Na+].[Na+] (Na2CO3). Product: COC=1C(CC(C1C)C)=O (2-methoxy-3,4-dimethyl-2-cyclopenten-1-one). Reaction SMILES: [CH3:1][O:2][CH2:3][C:4](=[O:15])[CH:5]([CH:10]([CH3:14])[C:11]([CH3:13])=O)C(OC)=O.C([O-])([O-])=O.[Na+].[Na+]>>[CH3:1][O:2][C:3]1[C:4](=[O:15])[CH2:5][CH:10]([CH3:14])[C:11]=1[CH3:13] |f:1.2.3|. Procedure: 2.16 g (10 mmol) of methyl 4-methoxy-2-[1-methylacetonyl]-acetoacetate are held at reflux temperature for 2 hours with 21.2 ml (5 mmol) of 2.5% Na2CO3 solution. The reaction mixture is extracted 3 times with 25 ml of CH2Cl2 each time. The combined organic phases are dried over magnesium sulphate and concentrated on a rotary evaporator to give 1.40 g (100%) or 2-methoxy-3,4-dimethyl-2-cyclopenten-1-one, content 96%.